This data is from the Open Reaction Database (ORD), a public repository of structured organic reaction records. The task is: describe an organic reaction: reactants, conditions, products, and yield Starting materials: CNCCN (N-Methyl ethylenediamine), FC(C(=O)OCC)(F)F (ethyl trifluoroacetate), CCCCCC (Hexane). Solvent: CCOCC (Et2O). Run at time 2 hour. Product: FC(C(=O)NCCNC)(F)F (2,2,2-Trifluoro-N-[(methylamino)ethyl]acetamide). Isolated yield 85.4%. Reaction SMILES: [CH3:1][NH:2][CH2:3][CH2:4][NH2:5].[F:6][C:7]([F:14])([F:13])[C:8]([O:10]CC)=O.CCCCCC>CCOCC>[F:14][C:7]([F:6])([F:13])[C:8]([NH:5][CH2:4][CH2:3][NH:2][CH3:1])=[O:10]. Reported procedure: N-Methyl ethylenediamine (15 g, 202.3 mmol) was added dropwise to a stirred solution of ethyl trifluoroacetate (28.7 g, 204.34 mmol) in dry Et2O (50 mL) at 0° C. The resulting solution was stirred at room temperature for 2 hours. Hexane (75 mL) was added and the solution was left at −20° C. for 16 hours to produce a white precipitate which was removed by filtration, washed with Et2O (100 mL) and dried in vacuo for 3 hours to afford the title compound (29.4 g, 85%). 1H NMR (300 MHz, CDCl3) δ 3.42...